This data is from the Open Reaction Database (ORD), a public repository of structured organic reaction records. The task is: describe an organic reaction: reactants, conditions, products, and yield Reactants: O=C1CCCN1CCCCBr, CCCCO, FC(F)(F)c1cccc(N2CCNCC2)n1, [Na+], [Na+], O=C([O-])[O-]. The product is O=C1CCCN1CCCCN1CCN(c2cccc(C(F)(F)F)n2)CC1. Reaction SMILES: [Br:1][CH2:2][CH2:3][CH2:4][CH2:5][N:6]1[C:7](=[O:11])[CH2:8][CH2:9][CH2:10]1.[CH2:34]([OH:35])[CH2:36][CH2:37][CH3:38].[F:12][C:13]([c:14]1[cH:15][cH:16][cH:17][c:18]([N:20]2[CH2:21][CH2:22][NH:23][CH2:24][CH2:25]2)[n:19]1)([F:26])[F:27].[Na+:28].[Na+:29].[O-:30][C:31](=[O:32])[O-:33]>>[CH2:2]([CH2:3][CH2:4][CH2:5][N:6]1[C:7](=[O:11])[CH2:8][CH2:9][CH2:10]1)[N:23]1[CH2:22][CH2:21][N:20]([c:18]2[cH:17][cH:16][cH:15][c:14]([C:13]([F:12])([F:26])[F:27])[n:19]2)[CH2:25][CH2:24]1. Starting materials: P(=O)(Cl)(Cl)Cl (Phosphorus oxychloride), BrC=1N(C(=NN1)SCC(=O)O)C1=CC=C(C2=CC=CC=C12)C1CC1 (2-(5-bromo-4-(1-cyclopropylnaphthalen-4-yl)-4H-1,2,4-triazol-3-ylthio)acetic acid), C(CCCCCCC\C=C/CCCCCCCC)(=O)OCC(O)CO (glyceryl monooleate). Solvent: N1=CC=CC=C1 (pyridine), N1=CC=CC=C1 (pyridine). Run at temperature 0 celsius, time 1 hour. The product is C(CCCCCCC\C=C/CCCCCCCC)(=O)OCC(COC(CSC1=NN=C(N1C1=CC=C(C2=CC=CC=C12)C1CC1)Br)=O)O (3-(2-(5-bromo-4-(4-cyclopropylnaphthalen-1-yl)-4H-1,2,4-triazol-3-ylthio)acetoxy)-2-hydroxypropyl oleate). RXN SMILES: P(Cl)(Cl)(Cl)=O.[Br:6][C:7]1[N:8]([C:17]2[C:26]3[C:21](=[CH:22][CH:23]=[CH:24][CH:25]=3)[C:20]([CH:27]3[CH2:29][CH2:28]3)=[CH:19][CH:18]=2)[C:9]([S:12][CH2:13][C:14]([OH:16])=[O:15])=[N:10][N:11]=1.[C:30]([O:49][CH2:50][CH:51]([CH2:53]O)[OH:52])(=[O:48])[CH2:31][CH2:32][CH2:33][CH2:34][CH2:35][CH2:36][CH2:37]/[CH:38]=[CH:39]\[CH2:40][CH2:41][CH2:42][CH2:43][CH2:44][CH2:45][CH2:46][CH3:47]>N1C=CC=CC=1>[C:30]([O:49][CH2:50][CH:51]([OH:52])[CH2:53][O:15][C:14](=[O:16])[CH2:13][S:12][C:9]1[N:8]([C:17]2[C:26]3[C:21](=[CH:22][CH:23]=[CH:24][CH:25]=3)[C:20]([CH:27]3[CH2:29][CH2:28]3)=[CH:19][CH:18]=2)[C:7]([Br:6])=[N:11][N:10]=1)(=[O:48])[CH2:31][CH2:32][CH2:33][CH2:34][CH2:35][CH2:36][CH2:37]/[CH:38]=[CH:39]\[CH2:40][CH2:41][CH2:42][CH2:43][CH2:44][CH2:45][CH2:46][CH3:47]. Procedure details: Phosphorus oxychloride (2.4 mmol) is added dropwise over 5 mins to a solution of 2-(5-bromo-4-(1-cyclopropylnaphthalen-4-yl)-4H-1,2,4-triazol-3-ylthio)acetic acid (810 mg, 2.0 mmol) in pyridine (20 mL) at 0° C. The mixture is stirred at 0° C. for a further 1 hour and then glyceryl monooleate (715 mg, 2.0 mmol) dissolved in pyridine (5 mL) is added dropwise over 5 mins. The mixture is stirred at 0° C. for a further 3 hours and 1 hour at 20° C. and then quenched by addition of water (1 mL). Volati... Reactants: OC[C@@H](C(=O)OC)NS(=O)(=O)C1=CC=C(C=C1)CC=1NC(C2=C(N1)C(=NN2C)CCC)=O (Methyl (2S)-3-hydroxy-2-({4-[(1-methyl-7-oxo-3-propyl-6,7-dihydro-1H-pyrazolo[4,3-d]pyrimidin-5-yl)methyl]phenyl}sulfonamido)propanoate), N (ammonia). Reaction conditions: time 60 hour. The product is OC[C@@H](C(=O)N)NS(=O)(=O)C1=CC=C(C=C1)CC=1NC(C2=C(N1)C(=NN2C)CCC)=O ((2S)-3-hydroxy-2-({4-[(1-methyl-7-oxo-3-propyl-6,7-dihydro-1H-pyrazolo[4,3-d]pyrimidin-5-yl)methyl]phenyl}sulfonamido)propanamide). Reaction SMILES: [OH:1][CH2:2][C@H:3]([NH:8][S:9]([C:12]1[CH:17]=[CH:16][C:15]([CH2:18][C:19]2[NH:20][C:21](=[O:32])[C:22]3[N:27]([CH3:28])[N:26]=[C:25]([CH2:29][CH2:30][CH3:31])[C:23]=3[N:24]=2)=[CH:14][CH:13]=1)(=[O:11])=[O:10])[C:4]([O:6]C)=O.[NH3:33]>>[OH:1][CH2:2][C@H:3]([NH:8][S:9]([C:12]1[CH:13]=[CH:14][C:15]([CH2:18][C:19]2[NH:20][C:21](=[O:32])[C:22]3[N:27]([CH3:28])[N:26]=[C:25]([CH2:29][CH2:30][CH3:31])[C:23]=3[N:24]=2)=[CH:16][CH:17]=1)(=[O:10])=[O:11])[C:4]([NH2:33])=[O:6]. Reported procedure: Methyl (2S)-3-hydroxy-2-({4-[(1-methyl-7-oxo-3-propyl-6,7-dihydro-1H-pyrazolo[4,3-d]pyrimidin-5-yl)methyl]phenyl}sulfonamido)propanoate (280 mg, 0.0006 mol) was dissolved in 0.880 aqueous ammonia solution (10 ml), and stirred at room temperature for 60 hours. The reaction mixture was then concentrated under reduced pressure, suspended in water (10 ml), then re-concentrated under reduced pressure. Crystallisation from ethanol gave the title compound (192 mg), m.p.226-229° C. Starting materials: Compound 1112, IC=1C(=NN2C1C=CC=C2)C(C)C (3-iodo-2-isopropyl-pyrazolo[1,5-a]pyridine), CN1N=CC(=C1)B1OC(C)(C)C(C)(C)O1 (1-Methylpyrazole-4-boronic acid pinacol ester), C(C)(C)C1=NN2C(C=CC=C2)=C1C=1C=C(C=CC1)N (3-(2-Isopropyl-pyrazolo[1,5-a]pyridin-3-yl)-phenylamine). The product is C(C)(C)C1=NN2C(C=CC=C2)=C1C=1C=NN(C1)C (2-Isopropyl-3-(1-methyl-1H-pyrazol-4-yl)-pyrazolo[1,5-a]pyridine). RXN SMILES: I[C:2]1[C:3]([CH:11]([CH3:13])[CH3:12])=[N:4][N:5]2[CH:10]=[CH:9][CH:8]=[CH:7][C:6]=12.[CH3:14][N:15]1[CH:19]=[C:18](B2OC(C)(C)C(C)(C)O2)[CH:17]=[N:16]1.C(C1C(C2C=C(N)C=CC=2)=C2C=CC=CN2N=1)(C)C>>[CH:11]([C:3]1[C:2]([C:18]2[CH:17]=[N:16][N:15]([CH3:14])[CH:19]=2)=[C:6]2[CH:7]=[CH:8][CH:9]=[CH:10][N:5]2[N:4]=1)([CH3:13])[CH3:12]. Reported procedure: 2-Isopropyl-3-(1-methyl-1H-pyrazol-4-yl)-pyrazolo[1,5-a]pyridine was prepared from 3-iodo-2-isopropyl-pyrazolo[1,5-a]pyridine and 1-Methylpyrazole-4-boronic acid pinacol ester following the method used in Step 3 of the synthesis of 3-(2-Isopropyl-pyrazolo[1,5-a]pyridin-3-yl)-phenylamine (Example 59) (138 mg, 13%). 1H-NMR (250 MHz, DMSO-d6) δ 8.59 (d, J=6.8 Hz, 1H), 7.93 (s, 1H), 7.64 (s, 1H), 7.58 (d, J=9.0 Hz, 1H), 7.16 (t, J=7.6 Hz, 1H), 6.80 (t, J=6.8 Hz, 1H), 3.91 (s, 3H), 3.29 (sept, J=7.0 ... The reactants are FC1=C(C=CC(=C1)B1OC(C(O1)(C)C)(C)C)C=1N=CC(=NC1)N (5-(2-fluoro-4-(4,4,5,5-tetramethyl-1,3,2-dioxaborolan-2-yl)phenyl)-pyrazin-2-amine), BrC1=C(C=CC=C1)S(=O)(=O)N1CC(CC1)(F)F (1-((2-bromophenyl)sulfonyl)-3,3-difluoropyrrolidine). The product is FC1(CN(CC1)S(=O)(=O)C1=C(C=CC=C1)C1=CC(=C(C=C1)C=1N=CC(=NC1)N)F)F (5-{2′-[(3,3-Difluoropyrrolidin-1-yl)sulfonyl]-3-fluorobiphenyl-4-yl}pyrazin-2-amine). RXN SMILES: [F:1][C:2]1[CH:7]=[C:6](B2OC(C)(C)C(C)(C)O2)[CH:5]=[CH:4][C:3]=1[C:17]1[N:18]=[CH:19][C:20]([NH2:23])=[N:21][CH:22]=1.Br[C:25]1[CH:30]=[CH:29][CH:28]=[CH:27][C:26]=1[S:31]([N:34]1[CH2:38][CH2:37][C:36]([F:40])([F:39])[CH2:35]1)(=[O:33])=[O:32]>>[F:40][C:36]1([F:39])[CH2:37][CH2:38][N:34]([S:31]([C:26]2[CH:27]=[CH:28][CH:29]=[CH:30][C:25]=2[C:6]2[CH:5]=[CH:4][C:3]([C:17]3[N:18]=[CH:19][C:20]([NH2:23])=[N:21][CH:22]=3)=[C:2]([F:1])[CH:7]=2)(=[O:33])=[O:32])[CH2:35]1. Reported procedure: The title compound was prepared in a manner similar to that described in Example 448 using 5-(2-fluoro-4-(4,4,5,5-tetramethyl-1,3,2-dioxaborolan-2-yl)phenyl)-pyrazin-2-amine and 1-((2-bromophenyl)sulfonyl)-3,3-difluoropyrrolidine. MS (ESI): mass calcd. for C20H17F3N4O2S, 434.10; m/z found, 435.2 [M+H]+. 1H NMR (400 MHz, CD3OD) δ 8.35 (d, J=1.3, 1H), 8.27 (d, J=1.4, 1H), 8.11 (d, J=7.9, 1H), 7.99 (m, 1H), 7.77-7.69 (m, 1H), 7.67-7.59 (m, 1H), 7.47-7.40 (m, 1H), 7.34-7.25 (m, 2H), 3.23 (t, J=12.9,... The reactants are ClC1=CC=NC2=CC=CC=C12 (4-chloroquinoline), C(C)OC(=O)C1=C(NC=C1)C (3-ethoxycarbonyl-2-methyl-1H-pyrrole), [H-].[Na+] (sodium hydride), petroleum jelly. The reagents and catalysts are [Cu] (copper). Run in CN(C=O)C (dimethylformamide), O (water). Reaction conditions: temperature 20 celsius, time 0.2 hour. The product is C(C)OC(=O)C1=C(N(C=C1)C1=CC=NC2=CC=CC=C12)C (3-Ethoxycarbonyl-2-methyl-1-(quinol-4-yl)-1H-pyrrole). The yield is 103.6%. As a reaction SMILES: [CH2:1]([O:3][C:4]([C:6]1[CH:10]=[CH:9][NH:8][C:7]=1[CH3:11])=[O:5])[CH3:2].[H-].[Na+].Cl[C:15]1[C:24]2[C:19](=[CH:20][CH:21]=[CH:22][CH:23]=2)[N:18]=[CH:17][CH:16]=1>CN(C)C=O.O.[Cu]>[CH2:1]([O:3][C:4]([C:6]1[CH:10]=[CH:9][N:8]([C:15]2[C:24]3[C:19](=[CH:20][CH:21]=[CH:22][CH:23]=3)[N:18]=[CH:17][CH:16]=2)[C:7]=1[CH3:11])=[O:5])[CH3:2] |f:1.2|. Procedure: 2.75 g (17.9 mmol) of 3-ethoxycarbonyl-2-methyl-1H-pyrrole are added at 20° C. under an argon atmosphere to 0.756 g (18.9 mmol) of sodium hydride, at 60% by weight in liquid petroleum jelly, suspended in 12 mL of dimethylformamide. After stirring at 20° C. for 0.2 hour, 0.114 g (1.79 mmol) of copper powder and 2.35 mL (17.9 mmol) of 4-chloroquinoline are added. After stirring at 140° C. for 48 hours, the reaction mixture is filtered and the filtrate is concentrated to dryness under reduced press...